From a dataset of the Open Reaction Database (ORD), a public repository of structured organic reaction records. describe an organic reaction: reactants, conditions, products, and yield Yields the product BrC=1C=C(C=C(C1)O)C(=O)C=1C=NC=CC1 ((3-bromo-5-hydroxy-phenyl)-pyridin-3-yl-methanone). Reagents/catalysts: C1=CC=C(C=C1)P([C-]2C=CC=C2)C3=CC=CC=C3.C1=CC=C(C=C1)P([C-]2C=CC=C2)C3=CC=CC=C3.Cl[Pd]Cl.[Fe+2] (Pd(dppf)Cl2). Procedure details: A 50 mL tube was charged with (3,5-dibromo-phenyl)-pyridin-3-yl-methanone (2.55 g, 7.5 mmol), bis(pinacolato)diboron (1.26 g, 5.0 mmol), potassium acetate (1.47 g, 15.0 mmol) and Pd(dppf)Cl2.CH2Cl2 (200 mg). DMSO (15 mL) was added, and the solution was degassed with nitrogen, then the tube was sealed. After heating the tube for 16 h at 80° C., the mixture was diluted with ethyl acetate (10 mL) and extracted with brine (10 mL, three times), and saturated sodium bicarbonate (5 mL), and the organic... The reactants are OOS(=O)[O-].[K+] (Oxone), BrC=1C=C(C=C(C1)Br)C(=O)C=1C=NC=CC1 ((3,5-dibromo-phenyl)-pyridin-3-yl-methanone), B1(OC(C(O1)(C)C)(C)C)B2OC(C(O2)(C)C)(C)C (bis(pinacolato)diboron), C(C)(=O)[O-].[K+] (potassium acetate). RXN SMILES: [Br:1][C:2]1[CH:3]=[C:4]([C:9]([C:11]2[CH:12]=[N:13][CH:14]=[CH:15][CH:16]=2)=[O:10])[CH:5]=[C:6](Br)[CH:7]=1.B1(B2OC(C)(C)C(C)(C)O2)OC(C)(C)C(C)(C)[O:18]1.C([O-])(=O)C.[K+].OOS([O-])=O.[K+]>C1C=CC(P(C2C=CC=CC=2)[C-]2C=CC=C2)=CC=1.C1C=CC(P(C2C=CC=CC=2)[C-]2C=CC=C2)=CC=1.Cl[Pd]Cl.[Fe+2].CS(C)=O.C(Cl)Cl>[Br:1][C:2]1[CH:3]=[C:4]([C:9]([C:11]2[CH:12]=[N:13][CH:14]=[CH:15][CH:16]=2)=[O:10])[CH:5]=[C:6]([OH:18])[CH:7]=1 |f:2.3,4.5,6.7.8.9|. Reaction conditions: temperature 80 celsius, time 10 minute. Run in C(Cl)Cl (CH2Cl2), CS(=O)C (DMSO). The yield is 57.4%.